This data is from the Open Reaction Database (ORD), a public repository of structured organic reaction records. The task is: describe an organic reaction: reactants, conditions, products, and yield Reactants: ClC=1N=C(SC1C(C)O)C=1C=NC=CC1 (1-[4-chloro-2-(3-pyridyl)thiazol-5-yl]ethanol), [Cr](=O)(=O)([O-])Cl.[NH+]1=CC=CC=C1 (Pyridinium chlorochromate). The solvent is ClCCCl (1,2-dichloroethane). Reaction conditions: temperature 70 celsius, time 3 hour. The product is ClC=1N=C(SC1C(C)=O)C=1C=NC=CC1 (1-[4-chloro-2-(3-pyridyl)thiazol-5-yl]ethanone). As a reaction SMILES: [Cl:1][C:2]1[N:3]=[C:4]([C:10]2[CH:11]=[N:12][CH:13]=[CH:14][CH:15]=2)[S:5][C:6]=1[CH:7]([OH:9])[CH3:8].[Cr](Cl)([O-])(=O)=O.[NH+]1C=CC=CC=1>ClCCCl>[Cl:1][C:2]1[N:3]=[C:4]([C:10]2[CH:11]=[N:12][CH:13]=[CH:14][CH:15]=2)[S:5][C:6]=1[C:7](=[O:9])[CH3:8] |f:1.2|. Procedure: 1-[4-chloro-2-(3-pyridyl)thiazol-5-yl]ethanol (120 mg, 0.5 mmol) was dissolved in 1,2-dichloroethane (10 ml). Pyridinium chlorochromate (216 mg, 1 mmol) was added to the reaction mixture. The reaction mixture was stirred at 70° C. for 3 hours, cooled to ambient temperature, poured onto a silica gel plug and eluted with dichloromethane. The eluent was evaporated under reduced pressure, and the residue dried to dryness to get 1-[4-chloro-2-(3-pyridyl)thiazol-5-yl]ethanone in form of a white solid.... Starting materials: C(C=C)SC1CC(N1C(C(=S)OCC1=CC=C(C=C1)[N+](=O)[O-])=C(C(C(C)(C)C)=O)OC1=CC=C(C=C1)Cl)=O (4-nitrobenzyl 2-(4-allylthioazetidin-2-on-1-yl)-3-(4-chlorophenoxy)-3-trimethylacetylthio-propenate), ClCl (chlorine). Run in ClCCl (dichloromethane), C(Cl)(Cl)(Cl)Cl (carbon tetrachloride). Product: ClC1CC(N1C(C(=S)OCC1=CC=C(C=C1)[N+](=O)[O-])=C(C(C(C)(C)C)=O)OC1=CC=C(C=C1)Cl)=O (4-Nitrobenzyl 2-(4-chloroazetidin-2-on-1-yl)-3-(4-chlorophenoxy)-3-trimethylacetylthio-propenate). Yield: 64.2%. As a reaction SMILES: C(S[CH:5]1[N:8]([C:9](=[C:23]([O:30][C:31]2[CH:36]=[CH:35][C:34]([Cl:37])=[CH:33][CH:32]=2)[C:24](=[O:29])[C:25]([CH3:28])([CH3:27])[CH3:26])[C:10]([O:12][CH2:13][C:14]2[CH:19]=[CH:18][C:17]([N+:20]([O-:22])=[O:21])=[CH:16][CH:15]=2)=[S:11])[C:7](=[O:38])[CH2:6]1)C=C.[Cl:39]Cl>ClCCl.C(Cl)(Cl)(Cl)Cl>[Cl:39][CH:5]1[N:8]([C:9](=[C:23]([O:30][C:31]2[CH:32]=[CH:33][C:34]([Cl:37])=[CH:35][CH:36]=2)[C:24](=[O:29])[C:25]([CH3:27])([CH3:28])[CH3:26])[C:10]([O:12][CH2:13][C:14]2[CH:19]=[CH:18][C:17]([N+:20]([O-:22])=[O:21])=[CH:16][CH:15]=2)=[S:11])[C:7](=[O:38])[CH2:6]1. Procedure: To a solution of 0.5 g of 4-nitrobenzyl 2-(4-allylthioazetidin-2-on-1-yl)-3-(4-chlorophenoxy)-3-trimethylacetylthio-propenate in dichloromethane at -20° C. was added a solution of 1.7 mmol chlorine in carbon tetrachloride. After 30 minutes the mixture was warmed to room temperature, evaporated in vacuo, and the residual oil was chromatographed over silica gel. Elution with hexane-ethyl acetate mixtures afforded 0.3 g of the title compound as a pale yellow foam (65% of the theoretical yield). Starting materials: Nc1ccccc1Sc1ccc(F)cc1C(=O)O, O, Cc1ccc(S(=O)(=O)O)cc1, Cc1ccccc1C. The product is O=C1Nc2ccccc2Sc2ccc(F)cc21. As a reaction SMILES: [NH2:1][c:2]1[c:3]([S:8][c:9]2[c:10]([C:11](=[O:12])[OH:13])[cH:14][c:15]([F:18])[cH:16][cH:17]2)[cH:4][cH:5][cH:6][cH:7]1.[OH2:19].[c:20]1([CH3:21])[cH:22][cH:23][c:24]([S:25]([OH:26])(=[O:27])=[O:28])[cH:29][cH:30]1.[c:31]1([CH3:32])[c:33]([CH3:34])[cH:35][cH:36][cH:37][cH:38]1>>[NH:1]1[c:2]2[c:3]([cH:4][cH:5][cH:6][cH:7]2)[S:8][c:9]2[c:10]([cH:14][c:15]([F:18])[cH:16][cH:17]2)[C:11]1=[O:12]. Reaction SMILES: [P:1]([Cl:5])(Cl)([Cl:3])=[O:2].N1C(C)=CC=CC=1C.[N:14]1([CH:19]2[CH2:24][CH2:23][NH:22][CH2:21][CH2:20]2)[CH2:18][CH2:17][CH2:16][CH2:15]1>C(Cl)Cl>[ClH:3].[N:14]1([CH:19]2[CH2:24][CH2:23][N:22]([P:1]([Cl:5])([Cl:3])=[O:2])[CH2:21][CH2:20]2)[CH2:18][CH2:17][CH2:16][CH2:15]1 |f:4.5|. Run in C(Cl)Cl (DCM), C(Cl)Cl (DCM). Yield: 207.0%. Reported procedure: To a cooled (ice/water bath) solution of phosphorus oxychloride (5.70 mL, 55.6 mmol) in DCM (30 mL) was added 2,6-lutidine (19.4 mL, 167 mmol) and a DCM solution (30 mL) of 4-(1-pyrrolidinyl)-piperidine (8.58 g, 55.6 mmol) and stirred for 1 hour. The suspension was filtered and solid washed with excess diethyl ether to afford the title pyrrolidine (17.7 g, 91% yield) as a white solid. ESI/MS calcd. for 1-(4-nitrophenyl)piperazine derivative C19H30N5O4P 423.2, found m/z=422.2 (M−1). Product: Cl.N1(CCCC1)C1CCN(CC1)P(=O)(Cl)Cl ((4-(Pyrrolidin-1-yl)Piperidin-1-yl)Phosphonic Dichloride Hydrochloride). Starting materials: N1(CCCC1)C1CCNCC1 (4-(1-pyrrolidinyl)-piperidine), ice water, P(=O)(Cl)(Cl)Cl (phosphorus oxychloride), N1=C(C=CC=C1C)C (2,6-lutidine). Product: CC(NC(=O)c1cccc2ccn(Cc3ccc(-c4ccccc4)cc3)c12)c1ccc(C(=O)O)cc1. Starting materials: C1CCOC1, CO, [Na+], [OH-], O=C(O)CC(O)(CC(=O)O)C(=O)O, COC(=O)c1ccc(C(C)NC(=O)c2cccc3ccn(Cc4ccc(-c5ccccc5)cc4)c23)cc1. As a reaction SMILES: [CH2:55]1[O:56][CH2:57][CH2:58][CH2:59]1.[CH3:38][OH:39].[Na+:41].[OH-:40].[OH:42][C:43]([CH2:44][C:45]([C:46](=[O:47])[OH:48])([CH2:49][C:50](=[O:51])[OH:52])[OH:53])=[O:54].[c:1]1(-[c:32]2[cH:33][cH:34][cH:35][cH:36][cH:37]2)[cH:2][cH:3][c:4]([CH2:7][n:8]2[cH:9][cH:10][c:11]3[cH:12][cH:13][cH:14][c:15]([C:17](=[O:18])[NH:19][CH:20]([CH3:21])[c:22]4[cH:23][cH:24][c:25]([C:26](=[O:27])[O:28][CH3:29])[cH:30][cH:31]4)[c:16]23)[cH:5][cH:6]1>>[c:1]1(-[c:32]2[cH:33][cH:34][cH:35][cH:36][cH:37]2)[cH:2][cH:3][c:4]([CH2:7][n:8]2[cH:9][cH:10][c:11]3[cH:12][cH:13][cH:14][c:15]([C:17](=[O:18])[NH:19][CH:20]([CH3:21])[c:22]4[cH:23][cH:24][c:25]([C:26](=[O:27])[OH:28])[cH:30][cH:31]4)[c:16]23)[cH:5][cH:6]1.